From a dataset of the Open Reaction Database (ORD), a public repository of structured organic reaction records. describe an organic reaction: reactants, conditions, products, and yield Starting materials: COC(=O)C(O)C(O)C(=O)OC, COc1cc(C=O)ccc1O. Yields the product COC(=O)C1OC(c2ccc(O)c(OC)c2)OC1C(=O)OC. RXN SMILES: [C:12](=[O:13])([O:14][CH3:15])[CH:16]([OH:17])[CH:18]([OH:19])[C:20](=[O:21])[O:22][CH3:23].[O:1]=[CH:2][c:3]1[cH:4][c:5]([O:6][CH3:7])[c:8]([OH:9])[cH:10][cH:11]1>>[O:1]1[CH:2]([c:3]2[cH:4][c:5]([O:6][CH3:7])[c:8]([OH:9])[cH:10][cH:11]2)[O:19][CH:18]([C:20](=[O:21])[O:22][CH3:23])[CH:16]1[C:12](=[O:13])[O:14][CH3:15].